Dataset: the Open Reaction Database (ORD), a public repository of structured organic reaction records. Task: describe an organic reaction: reactants, conditions, products, and yield Reactants: ON=C(C(=O)OCC)C(=O)CBr (ethyl 2-hydroxyimino-4-bromoacetoacetate), C(C)(=S)N (thioacetamide), C1=CC=CC=C1 (benzene). The solvent is C(C)N(CC)CC (triethylamine). Run at time 1 hour. Product: ON=C(C(=O)OCC)C=1N=C(SC1)C (ethyl 2-hydroxyimino-2-(2-methyl-1,3-thiazol-4-yl)acetate). RXN SMILES: [OH:1][N:2]=[C:3]([C:9]([CH2:11]Br)=O)[C:4]([O:6][CH2:7][CH3:8])=[O:5].[C:13]([NH2:16])(=[S:15])[CH3:14].C1C=CC=CC=1>C(N(CC)CC)C>[OH:1][N:2]=[C:3]([C:9]1[N:16]=[C:13]([CH3:14])[S:15][CH:11]=1)[C:4]([O:6][CH2:7][CH3:8])=[O:5]. Procedure details: A mixture of ethyl 2-hydroxyimino-4-bromoacetoacetate (a mixture of syn and anti isomers) (22.0 g.), thioacetamide (7.5 g.) and benzene (100 ml.) was refluxed for 3 hours. After cooling triethylamine (10 g.) was added thereto and the mixture was stirred for 1 hour. An insoluble material was filtered off and the filtrate was concentrated under reduced pressure to give ethyl 2-hydroxyimino-2-(2-methyl-1,3-thiazol-4-yl)acetate (a mixture of syn and anti isomers) (8.6 g.). This substance was subject... Starting materials: C(C1=CC=CC=C1)C1=CN(C2=CC=CC=C12)CCNO (3-Benzyl-1-(2-hydroxaminoethyl)indole), C[Si](C)(C)N=C=O (trimethyl silyl isocyanate), O (H2O). Run in C1CCOC1 (THF), C1CCOC1 (THF). Reaction conditions: time 30 minute. Yields the product C(C1=CC=CC=C1)C1=CN(C2=CC=CC=C12)CCN(C(=O)N)O (N-[2-(3-Benzylindol-1-yl)eth-1-yl]-N-hydroxy urea). RXN SMILES: [CH2:1]([C:8]1[C:16]2[C:11](=[CH:12][CH:13]=[CH:14][CH:15]=2)[N:10]([CH2:17][CH2:18][NH:19][OH:20])[CH:9]=1)[C:2]1[CH:7]=[CH:6][CH:5]=[CH:4][CH:3]=1.C[Si]([N:25]=[C:26]=[O:27])(C)C.O>C1COCC1>[CH2:1]([C:8]1[C:16]2[C:11](=[CH:12][CH:13]=[CH:14][CH:15]=2)[N:10]([CH2:17][CH2:18][N:19]([OH:20])[C:26]([NH2:25])=[O:27])[CH:9]=1)[C:2]1[CH:3]=[CH:4][CH:5]=[CH:6][CH:7]=1. Reported procedure: To a solution of product from Step 4 (150 mg, 0.56 mmol) in THF (4 mL) at room temperature there was added 85% trimethyl silyl isocyanate (TMSNCO, 162 mg, 1.2 mmol) and the mixture was stirred for 30 minutes. H2O (5 mL) was added, and after stirring for a further 10 minutes the THF was evaporated, and the residue extracted with Et2O, the extracts washed with H2O, dried over MgSO4 and evaporated to afford the title compound as a thick oil. The reactants are COC1=C(C=C(C=C1C)C=1OC=2N=C(N=C(C2N1)O)SC)C (2-(4-methoxy-3,5-dimethyl-phenyl)-5-methylsulfanyl-oxazolo[5,4-d]pyrimidin-7-ol), O (water), C([O-])([O-])=O.[K+].[K+] (potassium carbonate), BrCCC (1-bromo-propane). The solvent is CN(C=O)C (N,N-dimethylformamide). Run at temperature 60 celsius, time 5 hour. Product: COC1=C(C=C(C=C1C)C=1OC=2N=C(N(C(C2N1)=O)CCC)SC)C (2-(4-methoxy-3,5-dimethyl-phenyl)-5-methylsulfanyl-6-propyl-6H-oxazolo[5,4-d]pyrimidin-7-one), COC1=C(C=C(C=C1C)C=1OC=2N=C(N=C(C2N1)OCCC)SC)C (2-(4-Methoxy-3,5-dimethyl-phenyl)-5-methylsulfanyl-7-propoxy-oxazolo[5,4-d]pyrimidine). Reaction SMILES: [CH3:1][O:2][C:3]1[C:8]([CH3:9])=[CH:7][C:6]([C:10]2[O:11][C:12]3[N:13]=[C:14]([S:20][CH3:21])[N:15]=[C:16]([OH:19])[C:17]=3[N:18]=2)=[CH:5][C:4]=1[CH3:22].C(=O)([O-])[O-].[K+].[K+].Br[CH2:30][CH2:31][CH3:32].O>CN(C)C=O>[CH3:1][O:2][C:3]1[C:4]([CH3:22])=[CH:5][C:6]([C:10]2[O:11][C:12]3[N:13]=[C:14]([S:20][CH3:21])[N:15]([CH2:30][CH2:31][CH3:32])[C:16](=[O:19])[C:17]=3[N:18]=2)=[CH:7][C:8]=1[CH3:9].[CH3:1][O:2][C:3]1[C:4]([CH3:22])=[CH:5][C:6]([C:10]2[O:11][C:12]3[N:13]=[C:14]([S:20][CH3:21])[N:15]=[C:16]([O:19][CH2:30][CH2:31][CH3:32])[C:17]=3[N:18]=2)=[CH:7][C:8]=1[CH3:9] |f:1.2.3|. Reported procedure: 5.9 g of 2-(4-methoxy-3,5-dimethyl-phenyl)-5-methylsulfanyl-oxazolo[5,4-d]pyrimidin-7-ol were dissolved in 150 ml of N,N-dimethylformamide, and 7.7 g of potassium carbonate and then 2.7 g of 1-bromo-propane were added. The solution was stirred at 60° C. for 5 h and then, after cooling, poured onto 150 ml of water. The precipitate was filtered off with suction. The obtained mixture of regioisomers was purified by silica gel chromatography (50 g silica (solute cartridge, heptane/ethyl acetate 9/1)... Reactants: CC(C)(C)N, ClCCl, O=C(Cl)c1cnc2c(c1)N(S(=O)(=O)N1CCCCC1)CCO2, [Na+], O=C([O-])O. Yields the product CC(C)(C)NC(=O)c1cnc2c(c1)N(S(=O)(=O)N1CCCCC1)CCO2. As a reaction SMILES: [CH3:23][C:24]([CH3:25])([CH3:26])[NH2:27].[Cl:28][CH2:29][Cl:30].[N:1]1([S:7](=[O:8])(=[O:9])[N:10]2[c:11]3[c:12]([n:16][cH:17][c:18]([C:20](=[O:21])[Cl:22])[cH:19]3)[O:13][CH2:14][CH2:15]2)[CH2:2][CH2:3][CH2:4][CH2:5][CH2:6]1.[Na+:35].[O-:31][C:32]([OH:33])=[O:34]>>[N:1]1([S:7](=[O:8])(=[O:9])[N:10]2[c:11]3[c:12]([n:16][cH:17][c:18]([C:20](=[O:21])[NH:27][C:24]([CH3:23])([CH3:25])[CH3:26])[cH:19]3)[O:13][CH2:14][CH2:15]2)[CH2:2][CH2:3][CH2:4][CH2:5][CH2:6]1.